describe an organic reaction: reactants, conditions, products, and yield From a dataset of the Open Reaction Database (ORD), a public repository of structured organic reaction records. Starting materials: CC(=O)O, Cl, N#CCc1cccc(Cl)c1OCC(F)(F)F. Yields the product O=C(O)Cc1cccc(Cl)c1OCC(F)(F)F. Reaction SMILES: [CH3:18][C:19]([OH:20])=[O:21].[ClH:17].[F:1][C:2]([CH2:3][O:4][c:5]1[c:6]([CH2:12][C:13]#[N:14])[cH:7][cH:8][cH:9][c:10]1[Cl:11])([F:15])[F:16]>>[F:1][C:2]([CH2:3][O:4][c:5]1[c:6]([CH2:18][C:19]([OH:20])=[O:21])[cH:7][cH:8][cH:9][c:10]1[Cl:11])([F:15])[F:16]. Starting materials: Br, COc1cc(Cl)cc(C=O)c1O, O. The product is O=Cc1cc(Cl)cc(O)c1O. Reaction SMILES: [BrH:14].[Cl:1][c:2]1[cH:3][c:4]([O:11][CH3:12])[c:5]([OH:10])[c:6]([CH:7]=[O:8])[cH:9]1.[OH2:13]>>[Cl:1][c:2]1[cH:3][c:4]([OH:11])[c:5]([OH:10])[c:6]([CH:7]=[O:8])[cH:9]1. The reactants are [Br-], Br, CCOC(=O)c1sc(N)nc1C, O, O=[N+]([O-])O, O=P(O)(O)O. Yields the product CCOC(=O)c1sc(Br)nc1C. Reaction SMILES: [Br-:22].[BrH:24].[NH2:1][c:2]1[s:3][c:4]([C:8](=[O:9])[O:10][CH2:11][CH3:12])[c:5]([CH3:7])[n:6]1.[OH2:23].[OH:18][N+:19](=[O:20])[O-:21].[P:13](=[O:14])([OH:15])([OH:16])[OH:17]>>[c:2]1([Br:22])[s:3][c:4]([C:8](=[O:9])[O:10][CH2:11][CH3:12])[c:5]([CH3:7])[n:6]1. Starting materials: C1(C=2C(C(=O)O1)=CC=CC2)=O (phthalic anhydride), C(C=1C(C#N)=CC=CC1)#N (phthalonitrile), N (ammonia). Yields the product N=C1NC(C2=CC=CC=C12)=N (1,3-diimino isoindoline). RXN SMILES: C1(=O)OC(=O)C2=CC=CC=C12.[C:12](#[N:21])[C:13]1[C:14](=[CH:17][CH:18]=[CH:19][CH:20]=1)[C:15]#[N:16].[NH3:22]>>[NH:16]=[C:15]1[C:14]2[C:13](=[CH:20][CH:19]=[CH:18][CH:17]=2)[C:12](=[NH:22])[NH:21]1. Procedure: In the third exemplary process, phthalic anhydride or phthalonitrile and ammonia are primarily reacted to produce an intermediate product such as 1,3-diimino isoindoline, then the intermediate product is reacted with a metal halide in the presence of solvent having a high boiling point. Reactants: O=C([O-])[O-], C1COCCO1, CN(C)CC(=O)O, O=C(Nc1cc(Cl)ccn1)c1cccc(Cl)c1, Cl, [Cs+], [Cs+], [Cu]I, Oc1cccnc1. Yields the product O=C(Nc1cc(Oc2cccnc2)ccn1)c1cccc(Cl)c1. Reaction SMILES: [C:25](=[O:26])([O-:27])[O-:28].[CH2:39]1[O:40][CH2:41][CH2:42][O:43][CH2:44]1.[CH3:32][N:33]([CH3:34])[CH2:35][C:36]([OH:37])=[O:38].[Cl:1][c:2]1[cH:3][c:4]([C:5](=[O:6])[NH:7][c:8]2[n:9][cH:10][cH:11][c:12]([Cl:14])[cH:13]2)[cH:15][cH:16][cH:17]1.[ClH:31].[Cs+:29].[Cs+:30].[Cu:45][I:46].[OH:18][c:19]1[cH:20][n:21][cH:22][cH:23][cH:24]1>>[Cl:1][c:2]1[cH:3][c:4]([C:5](=[O:6])[NH:7][c:8]2[n:9][cH:10][cH:11][c:12]([O:18][c:19]3[cH:20][n:21][cH:22][cH:23][cH:24]3)[cH:13]2)[cH:15][cH:16][cH:17]1.